This data is from the Open Reaction Database (ORD), a public repository of structured organic reaction records. The task is: describe an organic reaction: reactants, conditions, products, and yield Reactants: amino acid, TEA, C=1C=CC2=C(C1)N=NN2O (HOBt), O (H2O), C1CCC(CC1)N=C=NC2CCCCC2 (DCC). The solvent is C(Cl)Cl (DCM). Run at temperature 0 celsius, time 1 hour. The product is C1CCC(CC1)N=C=NC2CCCCC2.C=1C=CC2=C(C1)N=NN2O (DCC HOBt). As a reaction SMILES: [CH:1]1[CH:2]=[CH:3][C:4]2[N:9]([OH:10])[N:8]=[N:7][C:5]=2[CH:6]=1.O.[CH2:12]1[CH2:17][CH2:16][CH:15]([N:18]=[C:19]=[N:20][CH:21]2[CH2:26][CH2:25][CH2:24][CH2:23][CH2:22]2)[CH2:14][CH2:13]1>C(Cl)Cl>[CH2:24]1[CH2:23][CH2:22][CH:21]([N:20]=[C:19]=[N:18][CH:15]2[CH2:16][CH2:17][CH2:12][CH2:13][CH2:14]2)[CH2:26][CH2:25]1.[CH:1]1[CH:2]=[CH:3][C:4]2[N:9]([OH:10])[N:8]=[N:7][C:5]=2[CH:6]=1 |f:4.5|. Reported procedure: Boc protected amino acid (14.2 mmole) in DCM (35 ml) is cooled to 0° C. HOBt.H2O (12.9 mmole, 1.75 g) and DCC (15.5 mmole, 3.2g) are added to a reaction mixture and vigorously stirred for 1 h. Deprotected peptide (after removal of the Boc group) dissolved in DCM (20 ml) and TEA (18.1 mmole) is introduced and the mixture is stirred for an additional 30 min. at 0° C. The cooling bath is removed and the reaction is left overnight at room temperature. Reactants: BrC1=NN2C(C=C(C=C2)Br)=N1 (2,7-dibromo-[1,2,4]triazolo[1,5-a]pyridine), CNC1CC1 (N-methylcyclopropanamine). Product: BrC1=CC=2N(C=C1)N=C(N2)N(C)C2CC2 ((7-bromo-[1,2,4]triazolo[1,5-a]pyridin-2-yl)-cyclopropyl-methyl-amine). The yield is 41.0%. Reaction SMILES: Br[C:2]1[N:11]=[C:5]2[CH:6]=[C:7]([Br:10])[CH:8]=[CH:9][N:4]2[N:3]=1.[CH3:12][NH:13][CH:14]1[CH2:16][CH2:15]1>>[Br:10][C:7]1[CH:8]=[CH:9][N:4]2[N:3]=[C:2]([N:13]([CH:14]3[CH2:16][CH2:15]3)[CH3:12])[N:11]=[C:5]2[CH:6]=1. Procedure details: 2,7-dibromo-[1,2,4]triazolo[1,5-a]pyridine (1.5 g, 5.42 mmol) was refluxed in N-methylcyclopropanamine (3.85 g, 54.2 mmol) for 4 h. The solvent was evaporated and the residue was diluted with ethyl acetate and washed with water and brine. The organic layer was dried over magnesium sulfate, filtered and applied on SiO2. Column chromatography over 70 g SiO2 using heptane/ethyl acetate affords (7-bromo-[1,2,4]triazolo[1,5-a]pyridin-2-yl)-cyclopropyl-methyl-amine (593 mg, 41%) as white powder. MS: m... Starting materials: ester, COC1=CC=C(C=C1)/C(=C/C=C/C(=O)O)/CCCCCCCCCCCC ((E,E)-5-(4-methoxyphenyl)-2,4-heptadecadienoic acid), [N+](=O)([O-])C1=CC=C(C=C1)O (4-nitrophenol), C1(CCCCC1)N=C=NC1CCCCC1 (1,3-dicyclohexylcarbodiimide). The solvent is ClCCl (dichloromethane). Conditions: time 3 day. Product: [N+](=O)([O-])C1=CC=C(C=C1)OC(\C=C\C=C(/CCCCC)\C1=CC=C(C=C1)OC)=O ((E,E)-5-(4-methoxyphenyl)-2,4-decadienoic acid 4-nitrophenyl ester). Yield: 73.9%. As a reaction SMILES: [CH3:1][O:2][C:3]1[CH:8]=[CH:7][C:6](/[C:9](/[CH2:16][CH2:17][CH2:18][CH2:19][CH2:20]CCCCCCC)=[CH:10]/[CH:11]=[CH:12]/[C:13]([OH:15])=[O:14])=[CH:5][CH:4]=1.[N+:28]([C:31]1[CH:36]=[CH:35][C:34](O)=[CH:33][CH:32]=1)([O-:30])=[O:29].C1(N=C=NC2CCCCC2)CCCCC1>ClCCl>[N+:28]([C:31]1[CH:36]=[CH:35][C:34]([O:15][C:13](=[O:14])/[CH:12]=[CH:11]/[CH:10]=[C:9](/[C:6]2[CH:5]=[CH:4][C:3]([O:2][CH3:1])=[CH:8][CH:7]=2)\[CH2:16][CH2:17][CH2:18][CH2:19][CH3:20])=[CH:33][CH:32]=1)([O-:30])=[O:29]. Procedure: As in Example 115, (E,E)-5-(4-methoxyphenyl)-2,4-heptadecadienoic acid (7.5 g) and 4-nitrophenol (3.77 g) in 30 mL of dichloromethane was treated with 1,3-dicyclohexylcarbodiimide (4.2 g). The mixture was stirred at room temperature for 3 days to give, after the usual work up, 8.5 crude ester. The material was Purified by HPLC (ether-hexane; 1:7), then was crystallized from 2-propanol to furnish 5.88 g of (E,E)-5-(4-methoxyphenyl)-2,4-decadienoic acid 4-nitrophenyl ester, mp 46°-47° C. Starting materials: [BH4-].[Na+] (sodium borohydride), FC(C1=C(C=NC=C1)C=O)(F)F (4-(trifluoromethyl)pyridine-3-carbaldehyde). Solvent: CO (methanol), CO (methanol). Conditions: time 1.5 hour. The product is FC(C1=C(C=NC=C1)CO)(F)F ([4-(trifluoromethyl)pyridin-3-yl)methanol), oil. Yield: 97.0%. Reaction SMILES: [BH4-].[Na+].[F:3][C:4]([F:14])([F:13])[C:5]1[CH:10]=[CH:9][N:8]=[CH:7][C:6]=1[CH:11]=[O:12]>CO>[F:13][C:4]([F:3])([F:14])[C:5]1[CH:10]=[CH:9][N:8]=[CH:7][C:6]=1[CH2:11][OH:12] |f:0.1|. Reported procedure: To a solution of sodium borohydride (324 mg, 8.6 mmol) in methanol (20 mL) was added a solution of 4-(trifluoromethyl)pyridine-3-carbaldehyde (1.0 g, 5.7 mmol) in methanol (10 mL) at 0° C. The mixture was stirred for 1.5 hours at room temperature. The solvent was evaporated, water was added, and the mixture was extracted 3 times with ethyl acetate. The combined organic phases were washed with brine and dried over sodium sulfate. After evaporation of the solvent, [4-(trifluoromethyl)pyridin-3-yl)... Reactants: F[B-](F)(F)F, CC(=O)N1C(=O)Cc2ccccc21, CCN(C(C)C)C(C)C, Cl, CN(C)C=O, O, O=C(O)c1cnccn1, CN(C)C(On1nnc2ccccc21)=[N+](C)C. The product is CC(=O)N1C(=O)C(=C(O)c2cnccn2)c2ccccc21. Reaction SMILES: [B-:23]([F:24])([F:25])([F:26])[F:27].[C:1]([CH3:2])(=[O:3])[N:4]1[C:5](=[O:13])[CH2:6][c:7]2[cH:8][cH:9][cH:10][cH:11][c:12]21.[CH2:45]([N:46]([CH:47]([CH3:48])[CH3:49])[CH:50]([CH3:51])[CH3:52])[CH3:53].[ClH:54].[O:55]=[CH:56][N:57]([CH3:58])[CH3:59].[OH2:60].[n:14]1[c:15]([C:20](=[O:21])[OH:22])[cH:16][n:17][cH:18][cH:19]1.[n:28]1([O:29][C:30]([N:31]([CH3:32])[CH3:33])=[N+:34]([CH3:35])[CH3:36])[c:37]2[cH:38][cH:39][cH:40][cH:41][c:42]2[n:43][n:44]1>>[C:1]([CH3:2])(=[O:3])[N:4]1[C:5](=[O:13])[C:6](=[C:20]([c:15]2[n:14][cH:19][cH:18][n:17][cH:16]2)[OH:21])[c:7]2[cH:8][cH:9][cH:10][cH:11][c:12]21. The reactants are Cl (Hydrochloric acid), BrC1=COC=C1 (3-Bromofuran), C(CCC)[Li] (n-butyllithium), FC(C(=O)OCC)(F)F (ethyl trifluoroacetate). The solvent is C(C)OCC (diethyl ether). Reaction conditions: time 30 minute. Yields the product FC(C(=O)C1=COC=C1)(F)F (3-Trifluoroacetylfuran). RXN SMILES: Br[C:2]1[CH:6]=[CH:5][O:4][CH:3]=1.C([Li])CCC.[F:12][C:13]([F:20])([F:19])[C:14](OCC)=[O:15].Cl>C(OCC)C>[F:12][C:13]([F:20])([F:19])[C:14]([C:2]1[CH:6]=[CH:5][O:4][CH:3]=1)=[O:15]. Reported procedure: 3-Bromofuran (20 g) was added to a solution of n-butyllithium (2.5M in hexanes, 60 ml) in diethyl ether (200 ml) at -70° C. After 30 minutes, ethyl trifluoroacetate (28.6 g) was added slowly. After a further 1 hour the mixture was allowed to warm to room temperature and was then left to stir overnight. 1M Hydrochloric acid (100 ml) was added and the mixture stirred for 5 minutes. The organic layer was separated, washed, dried and evaporated. The residue was distilled to give the title compound. ... Starting materials: Cl (hydrochloric acid), Cl (hydrochloride), [OH-].[Na+] (sodium hydroxide), C(C1=CC=CC=C1)OC1=CC=C(C(C(C)(C)C)(C(C)(C)C)Cl)C=C1 (4-benzyloxy-di-t-butylbenzyl chloride), C(C1=CC=CC=C1)=NC=1N=CNC1C(=O)N (4-benzylideneamino-5-imidazolecarboxamide), C([O-])([O-])=O.[K+].[K+] (potassium carbonate). Run in CN(C=O)C (N,N-dimethylformamide). Product: NC=1N=CN(C1C(=O)N)CC1=CC(=C(C(=C1)C(C)(C)C)OCC1=CC=CC=C1)C(C)(C)C (4-amino-1-(4-benzyloxy-3,5-di-t-butylbenzyl)-5-imidazolecarboxamide). Yield: 77.0%. Reaction SMILES: Cl.[OH-].[Na+].[CH2:4]([O:11][C:12]1[CH:27]=[CH:26][C:15]([C:16](Cl)(C(C)(C)C)C(C)(C)C)=[CH:14][CH:13]=1)[C:5]1[CH:10]=[CH:9][CH:8]=[CH:7][CH:6]=1.C(=[N:35][C:36]1[N:37]=[CH:38][NH:39][C:40]=1[C:41]([NH2:43])=[O:42])C1C=CC=CC=1.C(=O)([O-])[O-].[K+].[K+]>CN(C)C=O>[NH2:35][C:36]1[N:37]=[CH:38][N:39]([CH2:16][C:15]2[CH:14]=[C:13]([C:5]([CH3:10])([CH3:6])[CH3:4])[C:12]([O:11][CH2:4][C:5]3[CH:6]=[CH:7][CH:8]=[CH:9][CH:10]=3)=[C:27]([C:15]([CH3:26])([CH3:16])[CH3:14])[CH:26]=2)[C:40]=1[C:41]([NH2:43])=[O:42] |f:1.2,5.6.7|. Procedure details: The benzylidation reaction in N,N-dimethylformamide-distilled water, benzylidene de-protection reaction with hydrochloric acid, and neutralization reaction of hydrochloride with sodium hydroxide were carried out in the same manner as in Example 71, using the benzyl chloride, 1.95 g (9.1 mmol) of 4-benzylideneamino-5-imidazolecarboxamide, and 5.03 g (36.4 mmol) of potassium carbonate, to obtain 2.44 g of 4-amino-1-(4-benzyloxy-3,5-di-t-butylbenzyl)-5-imidazolecarboxamide (yield 77%). Starting materials: C(C1=CC=CC=C1)(=O)C1=C(C=CC(=C1)Cl)NS(=O)(=O)C(F)(F)F (N-(2-benzoyl-4-chlorophenyl)trifluoromethanesulfonamide), CN(CCN)C (N,N-Dimethylethylenediamine), COCCON1C(C=2C(C1=O)=CC=CC2)=O (N-(2-methoxyethoxy)phthalimide), C(C)(=O)O (acetic acid). Run in CCO (EtOH). Reaction conditions: time 7 hour. The product is ClC1=CC(=C(C=C1)NS(=O)(=O)C(F)(F)F)C(C1=CC=CC=C1)=NOCCOC (N-{4-chloro-[(2-methoxyethoxyimino)phenylmethyl]phenyl}trifluoromethanesulfonamide). Yield: 74.2%. As a reaction SMILES: CN(C)CCN.[CH3:7][O:8][CH2:9][CH2:10][O:11][N:12]1[C:16](=O)[C:15]2=[CH:18][CH:19]=[CH:20][CH:21]=[C:14]2C1=O.C(O)(=O)C.C([C:35]1[CH:40]=[C:39]([Cl:41])[CH:38]=[CH:37][C:36]=1[NH:42][S:43]([C:46]([F:49])([F:48])[F:47])(=[O:45])=[O:44])(=O)C1C=CC=CC=1>CCO>[Cl:41][C:39]1[CH:40]=[CH:35][C:36]([NH:42][S:43]([C:46]([F:49])([F:47])[F:48])(=[O:45])=[O:44])=[C:37]([C:16](=[N:12][O:11][CH2:10][CH2:9][O:8][CH3:7])[C:15]2[CH:14]=[CH:21][CH:20]=[CH:19][CH:18]=2)[CH:38]=1. Procedure details: N,N-Dimethylethylenediamine (254 μL, 2.20 mmol) was added to a solution of N-(2-methoxyethoxy)phthalimide (332 mg, 1.50 mmol) in EtOH (5 mL), and the reaction allowed to stir at RT for 7 hours. Glacial acetic acid (2 mL) was then added to adjust the mixture to ca. pH 4, followed by the addition of N-(2-benzoyl-4-chlorophenyl)trifluoromethanesulfonamide 25 (364 mg, 1.0 mmol), and the reaction stirred for 15 hours at 30° C. The reaction mixture was concentrated under vacuum, and the residue dissol...